Dataset: the Open Reaction Database (ORD), a public repository of structured organic reaction records. Task: describe an organic reaction: reactants, conditions, products, and yield The reactants are COCCOC(=O)C1=C(C)NC(C)=C(C(=O)OC(C)C)C1c1cccc(NO)c1, O=Cc1ccc([N+](=O)[O-])o1. Product: COCCOC(=O)C1=C(C)NC(C)=C(C(=O)OC(C)C)C1c1cccc([N+]([O-])=Cc2ccc([N+](=O)[O-])o2)c1. RXN SMILES: [CH3:1][C:2]1=[C:7]([C:8](=[O:9])[O:10][CH2:11][CH2:12][O:13][CH3:14])[CH:6]([c:15]2[cH:16][c:17]([NH:21][OH:22])[cH:18][cH:19][cH:20]2)[C:5]([C:23](=[O:24])[O:25][CH:26]([CH3:27])[CH3:28])=[C:4]([CH3:29])[NH:3]1.[N+:30](=[O:31])([O-:32])[c:33]1[cH:34][cH:35][c:36]([CH:38]=[O:39])[o:37]1>>[CH3:1][C:2]1=[C:7]([C:8](=[O:9])[O:10][CH2:11][CH2:12][O:13][CH3:14])[CH:6]([c:15]2[cH:16][c:17]([N+:21]([O-:22])=[CH:38][c:36]3[cH:35][cH:34][c:33]([N+:30](=[O:31])[O-:32])[o:37]3)[cH:18][cH:19][cH:20]2)[C:5]([C:23](=[O:24])[O:25][CH:26]([CH3:27])[CH3:28])=[C:4]([CH3:29])[NH:3]1. The reactants are COc1ccc2[nH]cc(C3=CCNCC3)c2c1, CS(C)=O, CO, c1cc(OCC2CO2)c2cc[nH]c2c1. Product: COc1ccc2[nH]cc(C3=CCN(CC(O)COc4cccc5[nH]ccc45)CC3)c2c1. RXN SMILES: [CH3:1][O:2][c:3]1[cH:4][c:5]2[c:6]([C:12]3=[CH:17][CH2:16][NH:15][CH2:14][CH2:13]3)[cH:7][nH:8][c:9]2[cH:10][cH:11]1.[CH3:32][S:33]([CH3:34])=[O:35].[CH3:36][OH:37].[O:18]1[CH:19]([CH2:21][O:22][c:23]2[c:24]3[cH:25][cH:26][nH:27][c:28]3[cH:29][cH:30][cH:31]2)[CH2:20]1>>[CH3:1][O:2][c:3]1[cH:4][c:5]2[c:6]([C:12]3=[CH:17][CH2:16][N:15]([CH2:20][CH:19]([OH:18])[CH2:21][O:22][c:23]4[c:24]5[cH:25][cH:26][nH:27][c:28]5[cH:29][cH:30][cH:31]4)[CH2:14][CH2:13]3)[cH:7][nH:8][c:9]2[cH:10][cH:11]1. Starting materials: C(C)C1=CC=C(C=C1)O (p-ethylphenol), [H-].[Na+] (NaH), BrCCC(CCC1C(C)(C)O1)C (1-bromo-6,7-epoxy-3,7-dimethyloctane), O (water), [H-].[Na+] (NaH). The solvent is O1CCCC1 (tetrahydrofuran), O1CCCC1 (tetrahydrofurane), CN(P(N(C)C)(N(C)C)=O)C (hexamethylphosphoric triamide). Yields the product O1C(CCC(CCOC2(CC=CC=C2)CC)C)C1(C)C (6,7-Epoxy-1-(1-ethylphenoxy)-3,7-dimethyl-octane). RXN SMILES: [H-].[Na+].[CH2:3]([C:5]1[CH:10]=[CH:9][C:8](O)=[CH:7][CH:6]=1)[CH3:4].Br[CH2:13][CH2:14][CH:15]([CH3:23])[CH2:16][CH2:17][CH:18]1[O:22][C:19]1([CH3:21])[CH3:20].[OH2:24]>O1CCCC1.CN(C)P(=O)(N(C)C)N(C)C>[O:22]1[C:19]([CH3:21])([CH3:20])[CH:18]1[CH2:17][CH2:16][CH:15]([CH3:23])[CH2:14][CH2:13][O:24][C:5]1([CH2:3][CH3:4])[CH:10]=[CH:9][CH:8]=[CH:7][CH2:6]1 |f:0.1|. Procedure details: In a 1.0 liter four-necked flask fitted with a reflux condenser a mechanical stirrer, dropping funnel and a gas inlet tube is placed 50 ml of dry tetrahydrofurane and 1.5 g NaH (prepared from 50% suspension through washing with tetrahydrofuran). 7.5g of p-ethylphenol in 50 ml of tetrahydrofuran is then added dropwise with stirring while a nitrogen atmosphere is maintained in the flask. The mixture is stirred until solution of NaH is complet, and 13.0 g. 1-bromo-6,7-epoxy-3,7-dimethyloctane in 20... Reactants: O=CN(CC1(C(=O)O)CCCCCC1)OCc1ccccc1, CCN=C=NCCCN(C)C, Cl, NNc1nccc(C(F)(F)F)n1, CN(C)C=O, On1nnc2cccnc21. Yields the product O=CN(CC1(C(=O)NNc2nccc(C(F)(F)F)n2)CCCCCC1)OCc1ccccc1. Reaction SMILES: [CH2:1]([c:2]1[cH:3][cH:4][cH:5][cH:6][cH:7]1)[O:8][N:9]([CH:10]=[O:11])[CH2:12][C:13]1([C:20](=[O:21])[OH:22])[CH2:14][CH2:15][CH2:16][CH2:17][CH2:18][CH2:19]1.[CH3:46][N:47]([CH3:48])[CH2:49][CH2:50][CH2:51][N:52]=[C:53]=[N:54][CH2:55][CH3:56].[ClH:45].[NH:23]([NH2:24])[c:25]1[n:26][cH:27][cH:28][c:29]([C:31]([F:32])([F:33])[F:34])[n:30]1.[O:57]=[CH:58][N:59]([CH3:60])[CH3:61].[OH:35][n:36]1[c:37]2[n:38][cH:39][cH:40][cH:41][c:42]2[n:43][n:44]1>>[CH2:1]([c:2]1[cH:3][cH:4][cH:5][cH:6][cH:7]1)[O:8][N:9]([CH:10]=[O:11])[CH2:12][C:13]1([C:20](=[O:22])[NH:24][NH:23][c:25]2[n:26][cH:27][cH:28][c:29]([C:31]([F:32])([F:33])[F:34])[n:30]2)[CH2:14][CH2:15][CH2:16][CH2:17][CH2:18][CH2:19]1. Reactants: C(CCC)C1=CC=C(C=C1)C#CC1=CC=C(CNCC2=CC=C(C(=O)OC)C=C2)C=C1 (methyl 4-[({4-[(4-butylphenyl)ethynyl]benzyl}amino)methyl]benzoate), C(CCCCC)(=O)Cl (hexanoyl chloride). Product: C(CCC)C1=CC=C(C=C1)C#CC1=CC=C(CN(C(CCCCC)=O)CC2=CC=C(C(=O)OC)C=C2)C=C1 (methyl 4-{[{4-[(4-butylphenyl)ethynyl]benzyl}(hexanoyl)amino]methyl}benzoate). As a reaction SMILES: [CH2:1]([C:5]1[CH:10]=[CH:9][C:8]([C:11]#[C:12][C:13]2[CH:31]=[CH:30][C:16]([CH2:17][NH:18][CH2:19][C:20]3[CH:29]=[CH:28][C:23]([C:24]([O:26][CH3:27])=[O:25])=[CH:22][CH:21]=3)=[CH:15][CH:14]=2)=[CH:7][CH:6]=1)[CH2:2][CH2:3][CH3:4].[C:32](Cl)(=[O:38])[CH2:33][CH2:34][CH2:35][CH2:36][CH3:37]>>[CH2:1]([C:5]1[CH:6]=[CH:7][C:8]([C:11]#[C:12][C:13]2[CH:14]=[CH:15][C:16]([CH2:17][N:18]([CH2:19][C:20]3[CH:29]=[CH:28][C:23]([C:24]([O:26][CH3:27])=[O:25])=[CH:22][CH:21]=3)[C:32](=[O:38])[CH2:33][CH2:34][CH2:35][CH2:36][CH3:37])=[CH:30][CH:31]=2)=[CH:9][CH:10]=1)[CH2:2][CH2:3][CH3:4]. Procedure: The titled compound was prepared following the procedure E using methyl 4-[({4-[(4-butylphenyl)ethynyl]benzyl}amino)methyl]benzoate and hexanoyl chloride as a colorless oil (69%). 1H NMR (CDCl3, 300 MHz) δ 8.03 (d, 1H), 7.97 (d, 1H), 7.54-7.40 (m, 4H). 7.27-7.09 (m, 6H), 4.62 (m, 2H), 4.46 (m, 2H), 3.92 (m, 3H), 2.62 (t, 2H), 2.40 (m, 2H), 1.77-1.54 (m, 4H), 1.43-1.23 (m, 6H), 0.96-0.83 (m, 6H). M+ (ESI): 510.4. HPLC, Rt: 6.25 min (Purity: 100%). Procedure details: N-[5-[2-(3,5-dimethoxyphenyl)ethyl]-2H-pyrazol-3-yl]-4-[1-(2-methoxyethyl)piperidin-4-yl]benzamide was prepared following the procedure as outlined for Example 99, starting from methyl 4-(1-(2-methoxyethyl)piperidin-4-yl)benzoate (0.428 g, 1.25 mmol) and 5-[2-(3,5-dimethoxyphenyl)ethyl]-2H-pyrazol-3-amine (0.309 g, 1.25 mmol) and 2M trimethylaluminium (1.56 mL, 3.13 mmol) in toluene (10 ml). The crude product was purified by silica column chromatography, eluting with a gradient of 0 to 5% 2.5M a... As a reaction SMILES: [CH3:1][O:2][CH2:3][CH2:4][N:5]1[CH2:10][CH2:9][CH:8]([C:11]2[CH:20]=[CH:19][C:14]([C:15]([O:17]C)=O)=[CH:13][CH:12]=2)[CH2:7][CH2:6]1.[CH3:21][O:22][C:23]1[CH:24]=[C:25]([CH2:31][CH2:32][C:33]2[CH:34]=[C:35]([NH2:38])[NH:36][N:37]=2)[CH:26]=[C:27]([O:29][CH3:30])[CH:28]=1.C[Al](C)C>C1(C)C=CC=CC=1>[CH3:30][O:29][C:27]1[CH:26]=[C:25]([CH2:31][CH2:32][C:33]2[CH:34]=[C:35]([NH:38][C:15](=[O:17])[C:14]3[CH:13]=[CH:12][C:11]([CH:8]4[CH2:7][CH2:6][N:5]([CH2:4][CH2:3][O:2][CH3:1])[CH2:10][CH2:9]4)=[CH:20][CH:19]=3)[NH:36][N:37]=2)[CH:24]=[C:23]([O:22][CH3:21])[CH:28]=1. The product is COC=1C=C(C=C(C1)OC)CCC=1C=C(NN1)NC(C1=CC=C(C=C1)C1CCN(CC1)CCOC)=O (N-[5-[2-(3,5-dimethoxyphenyl)ethyl]-2H-pyrazol-3-yl]-4-[1-(2-methoxyethyl)piperidin-4-yl]benzamide). Isolated yield 34.9%. The solvent is C1(=CC=CC=C1)C (toluene). Starting materials: COCCN1CCC(CC1)C1=CC=C(C(=O)OC)C=C1 (methyl 4-(1-(2-methoxyethyl)piperidin-4-yl)benzoate), COC=1C=C(C=C(C1)OC)CCC=1C=C(NN1)N (5-[2-(3,5-dimethoxyphenyl)ethyl]-2H-pyrazol-3-amine), C[Al](C)C (trimethylaluminium). Starting materials: Cl, Cl, N#C[K], COc1ccc2c(c1)CC(CN1CCCCC1)C2=O, O. Product: COc1ccc2c(c1)CC(CC#N)C2=O. RXN SMILES: [ClH:1].[ClH:25].[K:21][C:22]#[N:23].[N:2]1([CH2:8][CH:9]2[C:10](=[O:20])[c:11]3[cH:12][cH:13][c:14]([O:18][CH3:19])[cH:15][c:16]3[CH2:17]2)[CH2:3][CH2:4][CH2:5][CH2:6][CH2:7]1.[OH2:24]>>[CH2:8]([CH:9]1[C:10](=[O:20])[c:11]2[cH:12][cH:13][c:14]([O:18][CH3:19])[cH:15][c:16]2[CH2:17]1)[C:22]#[N:23]. Starting materials: O1N=CC(=C1)CON=C1C2=CC(C(C(C2C(CC1)OC(C(CC)C)=O)CCC(CC(CC(=O)O)O)=O)C)=O (7-[5-(Isoxazol-4-yl)methoxyimino-2-methyl-8-(2-methylbutyryloxy)-3-oxo-1,2,3,5,6,7,8,8a-octahydro-1-naphthyl]-3-hydroxy-5-oxoheptanoic acid), O1CCOCC1 (dioxane), aqueous solution, [OH-].[Na+] (sodium hydroxide). The solvent is O (water). Reaction conditions: time 1 hour. The product is O1N=CC(=C1)CON=C1C2=CC(C(C(C2C(CC1)OC(C(CC)C)=O)CCC(CC(CC(=O)[O-])O)=O)C)=O.[Na+] (Sodium 7-[5-(isoxazol-4-yl)methoxyimino-2-methyl-8-(2-methylbutyryloxy)-3-oxo-1,2,3,5,6,7,8,8a-octahydro-1-naphthyl]-3-hydroxy-5-oxoheptanoate). RXN SMILES: [O:1]1[CH:5]=[C:4]([CH2:6][O:7][N:8]=[C:9]2[CH2:18][CH2:17][CH:16]([O:19][C:20](=[O:25])[CH:21]([CH3:24])[CH2:22][CH3:23])[CH:15]3[C:10]2=[CH:11][C:12](=[O:38])[CH:13]([CH3:37])[CH:14]3[CH2:26][CH2:27][C:28](=[O:36])[CH2:29][CH:30]([OH:35])[CH2:31][C:32]([OH:34])=[O:33])[CH:3]=[N:2]1.O1CCOCC1.[OH-].[Na+:46]>O>[O:1]1[CH:5]=[C:4]([CH2:6][O:7][N:8]=[C:9]2[CH2:18][CH2:17][CH:16]([O:19][C:20](=[O:25])[CH:21]([CH3:24])[CH2:22][CH3:23])[CH:15]3[C:10]2=[CH:11][C:12](=[O:38])[CH:13]([CH3:37])[CH:14]3[CH2:26][CH2:27][C:28](=[O:36])[CH2:29][CH:30]([OH:35])[CH2:31][C:32]([O-:34])=[O:33])[CH:3]=[N:2]1.[Na+:46] |f:2.3,5.6|. Procedure details: 151 mg of 7-[5-(isoxazol-4-yl)methoxyimino-2-methyl-8-(2-methylbutyryloxy)-3-oxo-1,2,3,5,6,7,8,8a -octahydro-1-naphthyl]-3-hydroxy-5-oxoheptanoic acid (prepared as described in Example 9b) were dissolved in 2.5 ml of a 1:1 by volume. mixture of dioxane and water. 2.7 ml of a 0.1N aqueous solution of sodium hydroxide were then added dropwise over a period of 5 minutes at 0° C. to the solution, and the resulting mixture was stirred for 1 hour at room temperature. At the end of this time, the solut... Run at time 20 minute. Solvent: C1CCOC1 (THF), C(C)O (ethanol). Reagents/catalysts: C=1C=CC(=CC1)[P](C=2C=CC=CC2)(C=3C=CC=CC3)[Pd]([P](C=4C=CC=CC4)(C=5C=CC=CC5)C=6C=CC=CC6)([P](C=7C=CC=CC7)(C=8C=CC=CC8)C=9C=CC=CC9)[P](C=1C=CC=CC1)(C=1C=CC=CC1)C=1C=CC=CC1 (tetrakis(triphenylphosphine)palladium). As a reaction SMILES: Br[C:2]1[CH:7]=[CH:6][CH:5]=[CH:4][C:3]=1[N+:8]([O-:10])=[O:9].[Cl:11][C:12]1[CH:17]=[CH:16][C:15](B(O)O)=[CH:14][CH:13]=1.C(=O)([O-])[O-].[Na+].[Na+]>C1COCC1.C(O)C.C1C=CC([P]([Pd]([P](C2C=CC=CC=2)(C2C=CC=CC=2)C2C=CC=CC=2)([P](C2C=CC=CC=2)(C2C=CC=CC=2)C2C=CC=CC=2)[P](C2C=CC=CC=2)(C2C=CC=CC=2)C2C=CC=CC=2)(C2C=CC=CC=2)C2C=CC=CC=2)=CC=1>[Cl:11][C:12]1[CH:17]=[CH:16][C:15]([C:2]2[CH:7]=[CH:6][CH:5]=[CH:4][C:3]=2[N+:8]([O-:10])=[O:9])=[CH:14][CH:13]=1 |f:2.3.4,^1:38,40,59,78|. Yields the product ClC1=CC=C(C=C1)C1=C(C=CC=C1)[N+](=O)[O-] (4′-Chloro-2-nitrobiphenyl). The yield is 86.5%. Reported procedure: To a solution of 2-bromonitrobenzene (646 mg) in THF (17 ml) under nitrogen was added tetrakis(triphenylphosphine)palladium (0) (900 mg). The resulting mixture was stirred at room temperature for 20 min, then a solution of 4-chlorophenylboronic acid (1.0 g) in ethanol (17 ml) was added and the resulting mixture stirred at room temperature for 1 hr. 2M sodium carbonate (17 ml) was then added and the reaction heated to reflux for 2 hrs. The mixture was then allowed to cool and concentrated under r... Starting materials: BrC1=C(C=CC=C1)[N+](=O)[O-] (2-bromonitrobenzene), ClC1=CC=C(C=C1)B(O)O (4-chlorophenylboronic acid), C([O-])([O-])=O.[Na+].[Na+] (sodium carbonate). Starting materials: CCc1nc2cc(C(F)(F)F)c(Cl)cc2n1-c1ccc(CCOC(=O)Oc2ccccc2)cc1, CCOC(C)=O, [H-], [Na+], CN(C)C=O, NS(=O)(=O)c1cccnc1. The product is CCc1nc2cc(C(F)(F)F)c(Cl)cc2n1-c1ccc(CCOC(=O)NS(=O)(=O)c2cccnc2)cc1. As a reaction SMILES: [C:13]([O:14][CH2:15][CH2:16][c:17]1[cH:18][cH:19][c:20](-[n:23]2[c:24]([CH2:37][CH3:38])[n:25][c:26]3[c:27]2[cH:28][c:29]([Cl:36])[c:30]([C:32]([F:33])([F:34])[F:35])[cH:31]3)[cH:21][cH:22]1)([O:39][c:41]1[cH:42][cH:43][cH:44][cH:45][cH:46]1)=[O:40].[CH3:52][CH2:53][O:54][C:55](=[O:56])[CH3:57].[H-:12].[Na+:11].[O:47]=[CH:48][N:49]([CH3:50])[CH3:51].[n:1]1[cH:2][c:3]([S:7](=[O:8])(=[O:9])[NH2:10])[cH:4][cH:5][cH:6]1>>[n:1]1[cH:2][c:3]([S:7](=[O:8])(=[O:9])[NH:10][C:13]([O:14][CH2:15][CH2:16][c:17]2[cH:18][cH:19][c:20](-[n:23]3[c:24]([CH2:37][CH3:38])[n:25][c:26]4[c:27]3[cH:28][c:29]([Cl:36])[c:30]([C:32]([F:33])([F:34])[F:35])[cH:31]4)[cH:21][cH:22]2)=[O:39])[cH:4][cH:5][cH:6]1.